From a dataset of the Open Reaction Database (ORD), a public repository of structured organic reaction records. describe an organic reaction: reactants, conditions, products, and yield Starting materials: FC1=C(C=CC=C1)C1CC(CC(C1)=O)=O (5-(2-fluorophenyl)-1,3-cyclohexanedione), NCC(C)O (3-aminopropan-2-ol), 4A. Solvent: O1CCCC1 (tetrahydrofuran). Conditions: temperature 150 celsius, time 5 hour. Product: FC1=C(C=CC=C1)C1CC(C=2C(=CNC2C1)C)=O (6-(2-fluorophenyl)-3-methyl-4,5,6,7-tetrahydroindol-4-one). Isolated yield 40.7%. RXN SMILES: [F:1][C:2]1[CH:7]=[CH:6][CH:5]=[CH:4][C:3]=1[CH:8]1[CH2:13][C:12](=[O:14])[CH2:11][C:10](=O)[CH2:9]1.[NH2:16][CH2:17][CH:18](O)[CH3:19]>O1CCCC1>[F:1][C:2]1[CH:7]=[CH:6][CH:5]=[CH:4][C:3]=1[CH:8]1[CH2:9][C:10]2[NH:16][CH:17]=[C:18]([CH3:19])[C:11]=2[C:12](=[O:14])[CH2:13]1. Reported procedure: A mixture of 5-(2-fluorophenyl)-1,3-cyclohexanedione (2.0 g), 3-aminopropan-2-ol (0.95 g), molecular sieves 4A (12 g) and tetrahydrofuran (30 ml) was refluxed for 12 hours and cooled, and insoluble materials were filtered off. Under reduced pressure, the solvent was evaporated, and the residue was dissolved in dimethylformamide (40 ml). To the solution were added 2-bromomesitylene (1.9 g), tetrakistriphenylphosphine palladium (0.28 g) and potassium carbonate (2.7 g), and the mixture was stirred ... Reactants: c1ccc(CNCc2ccccc2)cc1, CCOCC, Cc1ccccc1, CCOC(=O)c1oc(I)nc1C. Product: CCOC(=O)c1oc(N(Cc2ccccc2)Cc2ccccc2)nc1C. As a reaction SMILES: [CH2:20]([c:21]1[cH:22][cH:23][cH:24][cH:25][cH:26]1)[NH:27][CH2:28][c:29]1[cH:30][cH:31][cH:32][cH:33][cH:34]1.[CH2:35]([O:36][CH2:37][CH3:38])[CH3:39].[CH3:1][c:2]1[cH:3][cH:4][cH:5][cH:6][cH:7]1.[I:8][c:9]1[o:10][c:11]([C:15](=[O:16])[O:17][CH2:18][CH3:19])[c:12]([CH3:14])[n:13]1>>[c:9]1([N:27]([CH2:20][c:21]2[cH:22][cH:23][cH:24][cH:25][cH:26]2)[CH2:28][c:29]2[cH:30][cH:31][cH:32][cH:33][cH:34]2)[o:10][c:11]([C:15](=[O:16])[O:17][CH2:18][CH3:19])[c:12]([CH3:14])[n:13]1. Reactants: COC=1C=C(C=NC1)B(O)O ((5-methoxypyridin-3-yl)boronic acid), BrC=1C=C(C=CC1)C1(N=C(C2=CC=C(C=C12)F)N)C1=CC=NC=C1 (1-(3-bromophenyl)-6-fluoro-1-pyridin-4-yl-1H-isoindol-3-amine). Reported procedure: The title compound was prepared as described in Example 78 (Scheme #14, N) using (5-methoxypyridin-3-yl)boronic acid and 1-(3-bromophenyl)-6-fluoro-1-pyridin-4-yl-1H-isoindol-3-amine (Example 82) (16% yield): 1H NMR (CDCl3) δ 8.54 (m, 2 H), 8.36 (d, J=1.77 Hz, 1 H), 8.28 (d, J=2.78 Hz, 1 H), 7.52-7.45 (m, 3 H), 7.42 (m, 1 H), 7.32-7.25 (m, 5 H), 7.18 (m, 1 H), 3.90 (s, 3 H); MS (ESI) m/z 411 [M+1]+. RXN SMILES: [CH3:1][O:2][C:3]1[CH:4]=[C:5](B(O)O)[CH:6]=[N:7][CH:8]=1.Br[C:13]1[CH:14]=[C:15]([C:19]2([C:30]3[CH:35]=[CH:34][N:33]=[CH:32][CH:31]=3)[C:27]3[C:22](=[CH:23][CH:24]=[C:25]([F:28])[CH:26]=3)[C:21]([NH2:29])=[N:20]2)[CH:16]=[CH:17][CH:18]=1>>[F:28][C:25]1[CH:26]=[C:27]2[C:22]([C:21]([NH2:29])=[N:20][C:19]2([C:15]2[CH:16]=[CH:17][CH:18]=[C:13]([C:5]3[CH:6]=[N:7][CH:8]=[C:3]([O:2][CH3:1])[CH:4]=3)[CH:14]=2)[C:30]2[CH:35]=[CH:34][N:33]=[CH:32][CH:31]=2)=[CH:23][CH:24]=1. The product is FC1=CC=C2C(=NC(C2=C1)(C1=CC=NC=C1)C1=CC(=CC=C1)C=1C=NC=C(C1)OC)N (6-Fluoro-1-[3-(5-methoxypyridin-3-yl)phenyl]-1-pyridin-4-yl-1H-isoindol-3-amine).